This data is from the Open Reaction Database (ORD), a public repository of structured organic reaction records. The task is: describe an organic reaction: reactants, conditions, products, and yield Reactants: ClCC(C)=O (chloroacetone), [I-].[K+] (potassium iodide), CC=1C=C(C=CC1)O (3-methylphenol), C([O-])([O-])=O.[K+].[K+] (potassium carbonate). The solvent is O (water), CC(=O)CC (ethyl methyl ketone), CC(=O)CC (ethyl methyl ketone). Product: CC=1C=C(OCC(C)=O)C=CC1 (1-(3-methylphenoxy)-propan-2-one). As a reaction SMILES: Cl[CH2:2][C:3](=[O:5])[CH3:4].[I-].[K+].[CH3:8][C:9]1[CH:10]=[C:11]([OH:15])[CH:12]=[CH:13][CH:14]=1.C(=O)([O-])[O-].[K+].[K+]>CC(CC)=O.O>[CH3:8][C:9]1[CH:10]=[C:11]([CH:12]=[CH:13][CH:14]=1)[O:15][CH2:2][C:3](=[O:5])[CH3:4] |f:1.2,4.5.6|. Procedure: A mixture of chloroacetone (43.75 g.) and finely-powdered potassium iodide (1 g.) in ethyl methyl ketone (50 ml.) was added dropwise, over 25 minutes, to a stirred, refluxing mixture of 3-methylphenol (54 g.) and dry potassium carbonate (82 g.) in ethyl methyl ketone (100 ml). Stirring and refluxing were continued for a total of 5 hours and the mixture was cooled, poured into water (cs. 500 ml.) and extracted with ether. The ether extract was washed exhaustively with 5N-sodium hydroxide, dried o...